From a dataset of the Open Reaction Database (ORD), a public repository of structured organic reaction records. describe an organic reaction: reactants, conditions, products, and yield Reactants: diol, BrCC(=O)OC (Methyl bromoacetate), [H-].[Na+] (sodium hydride), suspension, O1CCCC1 (tetrahydrofuran), diester. Run at time 2 hour. Product: C1=CC=CC2=CC=CC=C12 (naphthalene). Reaction SMILES: [H-].[Na+].Br[CH2:4][C:5](OC)=O.O1[CH2:13][CH2:12][CH2:11][CH2:10]1>>[CH:10]1[C:4]2[C:5](=[CH:10][CH:11]=[CH:12][CH:13]=2)[CH:13]=[CH:12][CH:11]=1 |f:0.1|. Procedure: Procedure 2 is illustrated with the conversion of diol (S)-28 to diester (S)-29. To a solution of optically pure (S)-28 (5.8 g., 10.5 mmol) in 250 ml. of tetrahydrofuran was added sodium hydride as a 50% suspension in oil (2.4 g., 50 mmol), and the mixture was stirred at 25° for 2 hr. Methyl bromoacetate (7.6 g., 50 mmol) was added to the above suspension, and the mixture was heated to reflux for 6.5 hours. The reaction mixture was cooled, filtered, and the filter cake was washed with tetrahydro... Reactants: CC(C)(C)OC(=O)N1CCC(CO)CC1, C1CCOC1, CS(=O)(=O)c1ccc(-c2ccc(O)c(F)c2)cc1, CC(C)OC(=O)N=NC(=O)OC(C)C, c1ccc(P(c2ccccc2)c2ccccc2)cc1. The product is CC(C)(C)OC(=O)N1CCC(COc2ccc(-c3ccc(S(C)(=O)=O)cc3)cc2F)CC1. RXN SMILES: [C:19](=[O:20])([O:21][C:22]([CH3:23])([CH3:24])[CH3:25])[N:26]1[CH2:27][CH2:28][CH:29]([CH2:32][OH:33])[CH2:30][CH2:31]1.[CH2:67]1[O:68][CH2:69][CH2:70][CH2:71]1.[F:1][c:2]1[cH:3][c:4](-[c:9]2[cH:10][cH:11][c:12]([S:15](=[O:16])(=[O:17])[CH3:18])[cH:13][cH:14]2)[cH:5][cH:6][c:7]1[OH:8].[O:53]=[C:54]([O:55][CH:56]([CH3:57])[CH3:58])[N:59]=[N:60][C:61]([O:62][CH:63]([CH3:64])[CH3:65])=[O:66].[c:34]1([P:35]([c:36]2[cH:37][cH:38][cH:39][cH:40][cH:41]2)[c:42]2[cH:43][cH:44][cH:45][cH:46][cH:47]2)[cH:48][cH:49][cH:50][cH:51][cH:52]1>>[F:1][c:2]1[cH:3][c:4](-[c:9]2[cH:10][cH:11][c:12]([S:15](=[O:16])(=[O:17])[CH3:18])[cH:13][cH:14]2)[cH:5][cH:6][c:7]1[O:8][CH2:32][CH:29]1[CH2:28][CH2:27][N:26]([C:19](=[O:20])[O:21][C:22]([CH3:23])([CH3:24])[CH3:25])[CH2:31][CH2:30]1.